The task is: describe an organic reaction: reactants, conditions, products, and yield. This data is from the Open Reaction Database (ORD), a public repository of structured organic reaction records. The reactants are CC1(C)OB(c2ccc(N)cc2)OC1(C)C, COCCNc1ncc2c(Cl)nn(C)c2n1. Product: COCCNc1ncc2c(-c3ccc(N)cc3)nn(C)c2n1. Reaction SMILES: [CH3:17][C:18]1([CH3:19])[C:20]([CH3:21])([CH3:22])[O:23][B:24]([c:25]2[cH:26][cH:27][c:28]([NH2:29])[cH:30][cH:31]2)[O:32]1.[Cl:1][c:2]1[n:3][n:4]([CH3:16])[c:5]2[n:6][c:7]([NH:11][CH2:12][CH2:13][O:14][CH3:15])[n:8][cH:9][c:10]12>>[c:2]1(-[c:25]2[cH:26][cH:27][c:28]([NH2:29])[cH:30][cH:31]2)[n:3][n:4]([CH3:16])[c:5]2[n:6][c:7]([NH:11][CH2:12][CH2:13][O:14][CH3:15])[n:8][cH:9][c:10]12.